Dataset: the Open Reaction Database (ORD), a public repository of structured organic reaction records. Task: describe an organic reaction: reactants, conditions, products, and yield Reactants: ClC=1C=CC2=C(C(=NCC=3N2C(=NC3C(=O)O)C)C3=C(C=CC=C3)Cl)C1 (8-chloro-6-(2-chlorophenyl)-1-methyl-4H-imidazo[1,5-a][1,4]benzodiazepine-3-carboxylic acid), ( VI ), FF (fluorine). Yields the product CC1=NC=C2N1C=3C=CC(=CC3C(=NC2)C=4C=CC=CC4Cl)Cl (Climazolam). As a reaction SMILES: [Cl:1][C:2]1[CH:3]=[CH:4][C:5]2[N:11]3[C:12]([CH3:18])=[N:13][C:14](C(O)=O)=[C:10]3[CH2:9][N:8]=[C:7]([C:19]3[CH:24]=[CH:23][CH:22]=[CH:21][C:20]=3[Cl:25])[C:6]=2[CH:26]=1.FF>>[CH3:18][C:12]1[N:11]2[C:5]3[CH:4]=[CH:3][C:2]([Cl:1])=[CH:26][C:6]=3[C:7]([C:19]3[CH:24]=[CH:23][CH:22]=[CH:21][C:20]=3[Cl:25])=[N:8][CH2:9][C:10]2=[CH:14][N:13]=1. Procedure: Examples 1 and 2 were precisely repeated using the same moles of 8-chloro-6-(2-chlorophenyl)-1-methyl-4H-imidazo[1,5-a][1,4]benzodiazepine-3-carboxylic acid as the ones of the derivative of formula (VI) having fluorine instead of the chlorine in position 2′. Climazolam was obtained with 80% titre (determined via HPLC titre correcting it using the solvent) and containing 2% of Isoclimazolam. Reactants: C(N)(=O)N1C[C@H]([C@H](CC1)NC(OCC1=CC=CC=C1)=O)OCCC (cis(±)-benzyl (1-carbamoyl-3-propoxypiperidin-4-yl)carbamate), BrC(C(C(=O)OCCCC)=O)C (butyl 3-bromo-2-oxobutanoate), C([O-])(O)=O.[Na+] (sodium bicarbonate). Solvent: C1CCOC1 (THF). Yields the product C(C1=CC=CC=C1)OC(=O)N[C@@H]1[C@@H](CN(CC1)C=1OC(=C(N1)C(=O)OCCCC)C)OCCC (Butyl cis(±)-2-(4-{[(benzyloxy)carbonyl]amino}-3-propoxypiperidin-1-yl)-5-methyl-1,3-oxazole-4-carboxylate). The yield is 86.6%. RXN SMILES: [C:1]([N:4]1[CH2:9][CH2:8][C@H:7]([NH:10][C:11](=[O:20])[O:12][CH2:13][C:14]2[CH:19]=[CH:18][CH:17]=[CH:16][CH:15]=2)[C@H:6]([O:21][CH2:22][CH2:23][CH3:24])[CH2:5]1)(=[O:3])[NH2:2].Br[CH:26]([CH3:36])[C:27](=O)[C:28]([O:30][CH2:31][CH2:32][CH2:33][CH3:34])=[O:29].C(=O)(O)[O-].[Na+]>C1COCC1>[CH2:13]([O:12][C:11]([NH:10][C@H:7]1[CH2:8][CH2:9][N:4]([C:1]2[O:3][C:26]([CH3:36])=[C:27]([C:28]([O:30][CH2:31][CH2:32][CH2:33][CH3:34])=[O:29])[N:2]=2)[CH2:5][C@H:6]1[O:21][CH2:22][CH2:23][CH3:24])=[O:20])[C:14]1[CH:15]=[CH:16][CH:17]=[CH:18][CH:19]=1 |f:2.3|. Procedure: The same operation as in Example (103c) was performed using cis(±)-benzyl (1-carbamoyl-3-propoxypiperidin-4-yl)carbamate obtained in Example (113f) (0.80 g, 2.39 mmol), butyl 3-bromo-2-oxobutanoate obtained in Example (106a) (4 g, 16.9 mmol), sodium bicarbonate (0.7 g, 8.33 mmol) and THF (15 mL). The resulting residue was purified by silica gel column chromatography (elution solvent: ethyl acetate/hexane=1/10, 1/2, 1/1, 2/1, 4/1) to obtain 0.98 g of the title compound as a light brown oily subst...